From a dataset of the Open Reaction Database (ORD), a public repository of structured organic reaction records. describe an organic reaction: reactants, conditions, products, and yield Reactants: C#CCn1ccc(C(=O)OC)c1C=O, Cl, NO, c1ccncc1. Yields the product C#CCn1ccc(C(=O)OC)c1C=NO. As a reaction SMILES: [CH:1](=[O:2])[c:3]1[n:4]([CH2:12][C:13]#[CH:14])[cH:5][cH:6][c:7]1[C:8](=[O:9])[O:10][CH3:11].[ClH:15].[NH2:16][OH:17].[cH:18]1[cH:19][cH:20][n:21][cH:22][cH:23]1>>[CH:1]([c:3]1[n:4]([CH2:12][C:13]#[CH:14])[cH:5][cH:6][c:7]1[C:8](=[O:9])[O:10][CH3:11])=[N:16][OH:17]. Starting materials: C(C)(=O)OC=1C=C(C=C2N3CC4NC4C(C(C12)COC(N)=O)(O3)OC(C)=O)C(=O)O (6,9-diacetoxy-8-carbamoyloxymethyl-14-oxa-1,11-diazatetracyclo[7.4.1.02,7.010,12 ]tetradeca-2,4-6-triene-4-carboxylic acid), [N+](=[N-])=C (diazomethane). Solvent: CO (methanol), C(C)OCC (diethyl ether). Conditions: time 20 minute. Yields the product C(C)(=O)OC=1C=C(C=C2N3CC4NC4C(C(C12)COC(N)=O)(O3)OC(C)=O)C(=O)OC (methyl 6,9-diacetoxy-8-carbamoyloxymethyl-14-oxa-1,11-diazatetracyclo[7.4.1.02,7.010,12 ]tetradeca-2,4,6-triene-4-carboxylate). Reaction SMILES: [C:1]([O:4][C:5]1[CH:6]=[C:7]([C:28]([OH:30])=[O:29])[CH:8]=[C:9]2[C:17]=1[CH:16]([CH2:18][O:19][C:20](=[O:22])[NH2:21])[C:15]1([O:24][C:25](=[O:27])[CH3:26])[O:23][N:10]2[CH2:11][CH:12]2[CH:14]1[NH:13]2)(=[O:3])[CH3:2].[N+](=[CH2:33])=[N-]>CO.C(OCC)C>[C:1]([O:4][C:5]1[CH:6]=[C:7]([C:28]([O:30][CH3:33])=[O:29])[CH:8]=[C:9]2[C:17]=1[CH:16]([CH2:18][O:19][C:20](=[O:22])[NH2:21])[C:15]1([O:24][C:25](=[O:27])[CH3:26])[O:23][N:10]2[CH2:11][CH:12]2[CH:14]1[NH:13]2)(=[O:3])[CH3:2]. Procedure: To a solution of 6,9-diacetoxy-8-carbamoyloxymethyl-14-oxa-1,11-diazatetracyclo[7.4.1.02,7.010,12 ]tetradeca-2,4-6-triene-4-carboxylic acid (12 mg) in methanol (2 ml) was added a solution of diazomethane (excess) in diethyl ether at room temperature. The mixture was allowed to stand at room temperature for 20 minutes and then evaporated to dryness in vacuo. The residue was subjected to preparative thin layer chromatography, which was developed with a mixture of chloroform and methanol (15:1 v/v)... The reactants are CCOC(C)=O, O=N[O-], CC(C#N)c1cccc(N)c1, [Na+], O, O=S(=O)(O)O. The product is CC(C#N)c1cccc(O)c1. RXN SMILES: [CH3:21][CH2:22][O:23][C:24](=[O:25])[CH3:26].[N:17]([O-:18])=[O:19].[NH2:1][c:2]1[cH:3][c:4]([CH:8]([C:9]#[N:10])[CH3:11])[cH:5][cH:6][cH:7]1.[Na+:20].[OH2:27].[S:12]([OH:13])(=[O:14])(=[O:15])[OH:16]>>[c:2]1([OH:13])[cH:3][c:4]([CH:8]([C:9]#[N:10])[CH3:11])[cH:5][cH:6][cH:7]1. The reactants are C(#C)C1=CC=C(C=C1)N1C=CC2=CC(=CC=C12)C#CCCCOS(=O)(=O)C (Methanesulfonic acid 5-[1-(4-ethynyl-phenyl)-1H-indol-5-yl]-pent-4-ynyl ester), C(C)NCC (diethylamine). Yields the product C(C)N(CCCC#CC=1C=C2C=CN(C2=CC1)C1=CC=C(C=C1)C#C)CC (Diethyl-{5-[1-(4-ethynyl-phenyl)-1H-indol-5-yl]-pent-4-ynyl}-amine). As a reaction SMILES: [C:1]([C:3]1[CH:8]=[CH:7][C:6]([N:9]2[C:17]3[C:12](=[CH:13][C:14]([C:18]#[C:19][CH2:20][CH2:21][CH2:22]OS(C)(=O)=O)=[CH:15][CH:16]=3)[CH:11]=[CH:10]2)=[CH:5][CH:4]=1)#[CH:2].[CH2:28]([NH:30][CH2:31][CH3:32])[CH3:29]>>[CH2:28]([N:30]([CH2:31][CH3:32])[CH2:22][CH2:21][CH2:20][C:19]#[C:18][C:14]1[CH:13]=[C:12]2[C:17](=[CH:16][CH:15]=1)[N:9]([C:6]1[CH:7]=[CH:8][C:3]([C:1]#[CH:2])=[CH:4][CH:5]=1)[CH:10]=[CH:11]2)[CH3:29]. Procedure details: In analogy to example 5.5, Methanesulfonic acid 5-[1-(4-ethynyl-phenyl)-1H-indol-5-yl]-pent-4-ynyl ester and diethylamine were converted to yield Diethyl-{5-[1-(4-ethynyl-phenyl)-1H-indol-5-yl]-pent-4-ynyl}-amine as yellow oil, MS: 355 (MH+). Starting materials: OC1=CC=CC=2OC(=CC21)C=2OC(=NN2)C (2-(4-hydroxybenzo(b)furan-2-yl)-5-methyl-1,3,4-oxadiazole), S(=O)(=O)(OC[C@@H]1CO1)C1=CC=C([N+](=O)[O-])C=C1 ((S)-glycidyl nosylate). Yields the product C([C@@H]1CO1)OC1=CC=CC=2OC(=CC21)C=2OC(=NN2)C ((S)-2-(4-glycidyloxybenzo(b)furan-2-yl)-5-methyl-1,3,4-oxadiazole). Yield: 28.3%. As a reaction SMILES: [OH:1][C:2]1[C:10]2[CH:9]=[C:8]([C:11]3[O:12][C:13]([CH3:16])=[N:14][N:15]=3)[O:7][C:6]=2[CH:5]=[CH:4][CH:3]=1.S(C1C=CC([N+]([O-])=O)=CC=1)(O[CH2:21][C@H:22]1[O:24][CH2:23]1)(=O)=O>>[CH2:21]([O:1][C:2]1[C:10]2[CH:9]=[C:8]([C:11]3[O:12][C:13]([CH3:16])=[N:14][N:15]=3)[O:7][C:6]=2[CH:5]=[CH:4][CH:3]=1)[C@H:22]1[O:24][CH2:23]1. Reported procedure: By the reactions in the same manner as in Starting Material Synthesis Example 1 using 2-(4-hydroxybenzo(b)furan-2-yl)-5-methyl-1,3,4-oxadiazole (3.3 g) and (S)-glycidyl nosylate (3.7 g), the title compound (1.1 g) was obtained as white crystals. Reactants: CS(=O)(=O)c1nccc(-c2cc3cn[nH]c3nc2-c2cccc(C(F)(F)F)c2)n1, CC(N)c1ccccc1. Yields the product CC(Nc1nccc(-c2cc3cn[nH]c3nc2-c2cccc(C(F)(F)F)c2)n1)c1ccccc1. Reaction SMILES: [CH3:1][S:2](=[O:3])(=[O:4])[c:5]1[n:6][cH:7][cH:8][c:9](-[c:11]2[cH:12][c:13]3[c:14]([n:15][c:16]2-[c:17]2[cH:18][c:19]([C:23]([F:24])([F:25])[F:26])[cH:20][cH:21][cH:22]2)[nH:27][n:28][cH:29]3)[n:10]1.[c:30]1([CH:36]([CH3:37])[NH2:38])[cH:31][cH:32][cH:33][cH:34][cH:35]1>>[c:5]1([NH:38][CH:36]([c:30]2[cH:31][cH:32][cH:33][cH:34][cH:35]2)[CH3:37])[n:6][cH:7][cH:8][c:9](-[c:11]2[cH:12][c:13]3[c:14]([n:15][c:16]2-[c:17]2[cH:18][c:19]([C:23]([F:24])([F:25])[F:26])[cH:20][cH:21][cH:22]2)[nH:27][n:28][cH:29]3)[n:10]1.